describe an organic reaction: reactants, conditions, products, and yield From a dataset of the Open Reaction Database (ORD), a public repository of structured organic reaction records. Starting materials: C=CC(C)(C)CC(CO)NC(=O)OC(C)(C)C, C1CCOC1, CCOC(=O)N=NC(=O)OCC, O=C1NC(=O)c2ccccc21. The product is C=CC(C)(C)CC(CN1C(=O)c2ccccc2C1=O)NC(=O)OC(C)(C)C. RXN SMILES: [C:13]([CH3:14])([CH3:15])([CH3:16])[O:17][C:18]([NH:19][CH:20]([CH2:21][C:22]([CH:23]=[CH2:24])([CH3:25])[CH3:26])[CH2:27][OH:28])=[O:29].[CH2:41]1[O:42][CH2:43][CH2:44][CH2:45]1.[O:1]=[C:2]([O:3][CH2:4][CH3:5])[N:6]=[N:7][C:8]([O:9][CH2:10][CH3:11])=[O:12].[O:30]=[C:31]1[NH:32][C:33](=[O:34])[c:35]2[cH:36][cH:37][cH:38][cH:39][c:40]21>>[C:13]([CH3:14])([CH3:15])([CH3:16])[O:17][C:18]([NH:19][CH:20]([CH2:21][C:22]([CH:23]=[CH2:24])([CH3:25])[CH3:26])[CH2:27][N:32]1[C:31](=[O:30])[c:40]2[c:35]([cH:36][cH:37][cH:38][cH:39]2)[C:33]1=[O:34])=[O:29].